Task: describe an organic reaction: reactants, conditions, products, and yield. Dataset: the Open Reaction Database (ORD), a public repository of structured organic reaction records Reactants: BrC1=CC=C(C=O)C=C1 (4-bromobenzaldehyde), C(CCC)[Li] (n-Butyllithium), BrC=1C=NC=CC1 (3-Bromopyridine). Solvent: O1CCCC1 (tetrahydrofuran), O1CCCC1 (tetrahydrofuran), C(C)(=O)OCC (ethyl acetate). Reaction conditions: time 25 minute. Product: BrC1=CC=C(C=C1)C(O)C=1C=NC=CC1 ((4-Bromophenyl)(pyridin-3-yl)methanol). Isolated yield 39.5%. As a reaction SMILES: Br[C:2]1[CH:3]=[N:4][CH:5]=[CH:6][CH:7]=1.C([Li])CCC.[Br:13][C:14]1[CH:21]=[CH:20][C:17]([CH:18]=[O:19])=[CH:16][CH:15]=1>O1CCCC1.C(OCC)(=O)C>[Br:13][C:14]1[CH:21]=[CH:20][C:17]([CH:18]([C:2]2[CH:3]=[N:4][CH:5]=[CH:6][CH:7]=2)[OH:19])=[CH:16][CH:15]=1. Procedure details: 3-Bromopyridine (0.4 ml, 4.0 mmol) was dissolved in 15 ml of tetrahydrofuran in an argon atmosphere. n-Butyllithium (1.58 M n-hexane solution, 2.4 ml, 3.8 mmol) was added to the solution at −78° C., and the mixture was stirred for 25 min. Subsequently, a solution of 502 mg (2.7 mmol) of 4-bromobenzaldehyde in tetrahydrofuran (2 ml) was added dropwise thereto at −78° C., and the mixture was stirred at −78° C. for one hr, was stirred under ice cooling for one hr, and was then stirred at room tempe... Reactants: C1(CCCCC1)P(C1=C(C=CC=C1)C1=C(C=CC=C1)N(C)C)C1CCCCC1 (2-dicyclohexylphosphino-2′-(N,N-dimethylamino)biphenyl), P(=O)([O-])([O-])[O-].[K+].[K+].[K+] (potassium phosphate), ClC1=CC=C(C=C1)C=1N(C(N(N1)CC=1SC(=CC1)Cl)=O)C[C@@H](C(F)(F)F)O (5-(4-Chlorophenyl)-2-[(5-chloro-2-thienyl)methyl]-4-[(2S)-3,3,3-trifluoro-2-hydroxypropyl]-2,4-dihydro-3H-1,2,4-triazol-3-one), FC1=C(C=CC=C1F)B(O)O (2,3-difluorophenylboronic acid). The reagents and catalysts are C=1C=CC(=CC1)/C=C/C(=O)/C=C/C2=CC=CC=C2.C=1C=CC(=CC1)/C=C/C(=O)/C=C/C2=CC=CC=C2.C=1C=CC(=CC1)/C=C/C(=O)/C=C/C2=CC=CC=C2.[Pd].[Pd] (tris(dibenzylideneacetone)dipalladium). Solvent: C(C)(=O)OCC (ethyl acetate), O (water), C1(=CC=CC=C1)C (toluene). Run at temperature 110 celsius. Yields the product ClC1=CC=C(C=C1)C=1N(C(N(N1)CC=1SC(=CC1)C1=C(C(=CC=C1)F)F)=O)C[C@@H](C(F)(F)F)O (5-(4-Chlorophenyl)-2-{[5-(2,3-difluorophenyl)-2-thienyl]methyl}-4-[(2S)-3,3,3-trifluoro-2-hydroxypropyl]-2,4-dihydro-3H-1,2,4-triazol-3-one). RXN SMILES: [Cl:1][C:2]1[CH:7]=[CH:6][C:5]([C:8]2[N:9]([CH2:21][C@H:22]([OH:27])[C:23]([F:26])([F:25])[F:24])[C:10](=[O:20])[N:11]([CH2:13][C:14]3[S:15][C:16](Cl)=[CH:17][CH:18]=3)[N:12]=2)=[CH:4][CH:3]=1.[F:28][C:29]1[C:34]([F:35])=[CH:33][CH:32]=[CH:31][C:30]=1B(O)O.C1(P(C2CCCCC2)C2C=CC=CC=2C2C=CC=CC=2N(C)C)CCCCC1.P([O-])([O-])([O-])=O.[K+].[K+].[K+]>C1(C)C=CC=CC=1.C(OCC)(=O)C.O.C1C=CC(/C=C/C(/C=C/C2C=CC=CC=2)=O)=CC=1.C1C=CC(/C=C/C(/C=C/C2C=CC=CC=2)=O)=CC=1.C1C=CC(/C=C/C(/C=C/C2C=CC=CC=2)=O)=CC=1.[Pd].[Pd]>[Cl:1][C:2]1[CH:7]=[CH:6][C:5]([C:8]2[N:9]([CH2:21][C@H:22]([OH:27])[C:23]([F:26])([F:25])[F:24])[C:10](=[O:20])[N:11]([CH2:13][C:14]3[S:15][C:16]([C:33]4[CH:32]=[CH:31][CH:30]=[C:29]([F:28])[C:34]=4[F:35])=[CH:17][CH:18]=3)[N:12]=2)=[CH:4][CH:3]=1 |f:3.4.5.6,10.11.12.13.14|. Procedure: Under an atmosphere of argon, 84 mg (0.19 mmol) of the compound from Example 30A and 45 mg (0.29 mmol) of 2,3-difluorophenylboronic acid were dissolved in 2 ml of toluene. 9 mg (0.01 mmol) of tris(dibenzylideneacetone)dipalladium, 8 mg (0.02 mmol) of 2-dicyclohexylphosphino-2′-(N,N-dimethylamino)biphenyl and 81 mg (0.38 mmol) of potassium phosphate were then added, and under argon the mixture was heated at 110° C. for 14 h. For work-up, the mixture was diluted at RT with 10 ml of ethyl acetate a... Starting materials: CC(=O)O, CC(=O)O[BH-](OC(C)=O)OC(C)=O, COc1c(CC=O)cccc1-c1nsc(-c2ccc(OC(C)C)c(Cl)c2)n1, ClCCl, CCOC(=O)C1CCNCC1, [Na+]. Yields the product CCOC(=O)C1CCN(CCc2cccc(-c3nsc(-c4ccc(OC(C)C)c(Cl)c4)n3)c2OC)CC1. RXN SMILES: [C:39]([OH:40])(=[O:41])[CH3:42].[C:43]([O:44][BH-:45]([O:46][C:47](=[O:48])[CH3:49])[O:50][C:51](=[O:52])[CH3:53])(=[O:54])[CH3:55].[Cl:1][c:2]1[cH:3][c:4](-[c:12]2[n:13][c:14](-[c:17]3[c:18]([O:26][CH3:27])[c:19]([CH2:23][CH:24]=[O:25])[cH:20][cH:21][cH:22]3)[n:15][s:16]2)[cH:5][cH:6][c:7]1[O:8][CH:9]([CH3:10])[CH3:11].[Cl:57][CH2:58][Cl:59].[NH:28]1[CH2:29][CH2:30][CH:31]([C:34](=[O:35])[O:36][CH2:37][CH3:38])[CH2:32][CH2:33]1.[Na+:56]>>[Cl:1][c:2]1[cH:3][c:4](-[c:12]2[n:13][c:14](-[c:17]3[c:18]([O:26][CH3:27])[c:19]([CH2:23][CH2:24][N:28]4[CH2:29][CH2:30][CH:31]([C:34](=[O:35])[O:36][CH2:37][CH3:38])[CH2:32][CH2:33]4)[cH:20][cH:21][cH:22]3)[n:15][s:16]2)[cH:5][cH:6][c:7]1[O:8][CH:9]([CH3:10])[CH3:11]. The reactants are C(C)OC(CCCOC1=C(C(=CC=C1)CCCCCCBr)CCC(=O)OCC)=O (4-[3-[6-bromo-hexyl]-2-(2-ethoxycarbonyl-ethyl)-phenoxy]-butyric acid ethyl ester), BrC=1C=C(C=C(C1)O)C(C)=O (1-(3-bromo-5-hydroxy-phenyl)-ethanone), C([O-])([O-])=O.[K+].[K+] (potassium carbonate). The product is C(C)OC(CCCOC1=C(C(=CC=C1)CCCCCCOC1=CC(=CC(=C1)Br)C(C)=O)CCC(=O)OCC)=O (4-[3-[6-(3-acetyl-5-bromo-phenoxy)-hexyl]-2-(2-ethoxycarbonyl-ethyl)-phenoxy]-butyric acid ethyl ester). Yield: 79.3%. Reaction SMILES: [CH2:1]([O:3][C:4](=[O:29])[CH2:5][CH2:6][CH2:7][O:8][C:9]1[CH:14]=[CH:13][CH:12]=[C:11]([CH2:15][CH2:16][CH2:17][CH2:18][CH2:19][CH2:20]Br)[C:10]=1[CH2:22][CH2:23][C:24]([O:26][CH2:27][CH3:28])=[O:25])[CH3:2].[Br:30][C:31]1[CH:32]=[C:33]([C:38](=[O:40])[CH3:39])[CH:34]=[C:35]([OH:37])[CH:36]=1.C(=O)([O-])[O-].[K+].[K+]>>[CH2:1]([O:3][C:4](=[O:29])[CH2:5][CH2:6][CH2:7][O:8][C:9]1[CH:14]=[CH:13][CH:12]=[C:11]([CH2:15][CH2:16][CH2:17][CH2:18][CH2:19][CH2:20][O:37][C:35]2[CH:36]=[C:31]([Br:30])[CH:32]=[C:33]([C:38](=[O:40])[CH3:39])[CH:34]=2)[C:10]=1[CH2:22][CH2:23][C:24]([O:26][CH2:27][CH3:28])=[O:25])[CH3:2] |f:2.3.4|. Procedure: A similar procedure as described in Example 43, step 3 was used, starting from 4-[3-[6-bromo-hexyl]-2-(2-ethoxycarbonyl-ethyl)-phenoxy]-butyric acid ethyl ester (2.36 g, 5.0 mmol), 1-(3-bromo-5-hydroxy-phenyl)-ethanone (965 mg, 4.48 mmol), and potassium carbonate (1.38 g, 10 mmol) to afford 4-[3-[6-(3-acetyl-5-bromo-phenoxy)-hexyl]-2-(2-ethoxycarbonyl-ethyl)-phenoxy]-butyric acid ethyl ester (2.15 g, 79%) as a colorless viscous oil: EI(+)-HRMS m/e calcd for C31H41BrO7 (M+Na)+ 627.1928. found 627... Solvent: C1(=CC=CC=C1)C (toluene), C1(=CC=CC=C1)C (toluene), C(C)OCC (diethyl ether). The product is C(C1=CC=CC=C1)N1CC2C(CCC(C2(C1)C(=O)OC)C1=CC=CC=C1)(C1=CC=C(C=C1)C)O (methyl (3aRS,4SR,7RS,7aRS)-2-benzyl-7-hydroxy-7-(4-methylphenyl)-4-phenyloctahydroisoindole-3a-carboxylate). Starting materials: C(C1=CC=CC=C1)N1CC2C(CCC(C2(C1)C(=O)OC)C1=CC=CC=C1)=O (methyl (3aRS,4SR,7aRS)-2-benzyl-7-oxo-4-phenyloctahydroisoindole-3a-carboxylate), [Cl-].[NH4+] (ammonium chloride), BrC1=CC=C(C=C1)C (4-bromotoluene), [Mg] (magnesium). As a reaction SMILES: Br[C:2]1[CH:7]=[CH:6][C:5]([CH3:8])=[CH:4][CH:3]=1.[Mg].[CH2:10]([N:17]1[CH2:25][C:24]2([C:26]([O:28][CH3:29])=[O:27])[CH:19]([C:20](=[O:36])[CH2:21][CH2:22][CH:23]2[C:30]2[CH:35]=[CH:34][CH:33]=[CH:32][CH:31]=2)[CH2:18]1)[C:11]1[CH:16]=[CH:15][CH:14]=[CH:13][CH:12]=1.[Cl-].[NH4+]>C(OCC)C.C1(C)C=CC=CC=1>[CH2:10]([N:17]1[CH2:25][C:24]2([C:26]([O:28][CH3:29])=[O:27])[CH:19]([C:20]([OH:36])([C:2]3[CH:7]=[CH:6][C:5]([CH3:8])=[CH:4][CH:3]=3)[CH2:21][CH2:22][CH:23]2[C:30]2[CH:35]=[CH:34][CH:33]=[CH:32][CH:31]=2)[CH2:18]1)[C:11]1[CH:16]=[CH:15][CH:14]=[CH:13][CH:12]=1 |f:3.4|. Run at temperature 60 celsius, time 1 hour. Procedure: 5.1 cm3 of 4-bromotoluene and 1 g of magnesium turnings in 100 cm3 of diethyl ether were heated at reflux for one hour. 100 cm3 of toluene were added and the mixture was heated to 60° C. under a stream of nitrogen. After cooling to a temperature in the region of 5° C., a solution of 10 g of methyl (3aRS,4SR,7aRS)-2-benzyl-7-oxo-4-phenyloctahydroisoindole-3a-carboxylate in 80 cm3 of toluene was added. The reaction mixture was stirred for one hour at a temperature in the region of 20° C. and then ... Reactants: ClC=1C(=NC=C(C1)COCOCC[Si](C)(C)C)N1C[C@H](N(CC1)C=1NC(=C(N1)C1=CC(=C(C=C1)F)F)C1=CC=C(C=C1)C(F)(F)F)C ((2R)-4-(3-chloro-5-(((2-(trimethylsilyl)ethoxy)methoxy)methyl)pyridin-2-yl)-1-(4-(3,4-difluorophenyl)-5-(4-(trifluoromethyl)phenyl)-1H-imidazol-2-yl)-2-methylpiperazine). Solvent: C(=O)(C(F)(F)F)O (TFA). Reaction conditions: temperature 0 celsius, time 2.5 hour. The product is ClC=1C=C(C=NC1N1C[C@H](N(CC1)C=1NC(=C(N1)C1=CC(=C(C=C1)F)F)C1=CC=C(C=C1)C(F)(F)F)C)CO ((5-Chloro-6-((R)-4-(4-(3,4-difluorophenyl)-5-(4-(trifluoromethyl)phenyl)-1H-imidazol-2-yl)-3-methylpiperazin-1-yl)pyridin-3-yl)methanol). RXN SMILES: [Cl:1][C:2]1[C:3]([N:18]2[CH2:23][CH2:22][N:21]([C:24]3[NH:25][C:26]([C:37]4[CH:42]=[CH:41][C:40]([C:43]([F:46])([F:45])[F:44])=[CH:39][CH:38]=4)=[C:27]([C:29]4[CH:34]=[CH:33][C:32]([F:35])=[C:31]([F:36])[CH:30]=4)[N:28]=3)[C@H:20]([CH3:47])[CH2:19]2)=[N:4][CH:5]=[C:6]([CH2:8][O:9]COCC[Si](C)(C)C)[CH:7]=1>C(O)(C(F)(F)F)=O>[Cl:1][C:2]1[CH:7]=[C:6]([CH2:8][OH:9])[CH:5]=[N:4][C:3]=1[N:18]1[CH2:23][CH2:22][N:21]([C:24]2[NH:25][C:26]([C:37]3[CH:38]=[CH:39][C:40]([C:43]([F:46])([F:44])[F:45])=[CH:41][CH:42]=3)=[C:27]([C:29]3[CH:34]=[CH:33][C:32]([F:35])=[C:31]([F:36])[CH:30]=3)[N:28]=2)[C@H:20]([CH3:47])[CH2:19]1. Procedure: A solution of (2R)-4-(3-chloro-5-(((2-(trimethylsilyl)ethoxy)methoxy)methyl)pyridin-2-yl)-1-(4-(3,4-difluorophenyl)-5-(4-(trifluoromethyl)phenyl)-1H-imidazol-2-yl)-2-methylpiperazine from step (b) above (160 mg, 0.23 mmol) in TFA (3 mL) was stirred at RT for 1.5 h. The solvent was removed and the residue was added solution of MeOH:DCM (1:1, 3 mL). The mixture was cooled to 0° C. and potassium carbonate (200 mg) was added. The mixture was then stirred at RT for 2.5 h and the solvents were removed...